From a dataset of the Open Reaction Database (ORD), a public repository of structured organic reaction records. describe an organic reaction: reactants, conditions, products, and yield Reported procedure: from trans-4-(4-tert.butoxycarbonyl-methylaminomethylphenyl)-N-methylcyclohexylamine and hexanoic acid chloride. Melting point: 83°-85° C. The product is C(C)(C)(C)OC(=O)C1=CC(=C(C=C1)[C@@H]1CC[C@H](CC1)N(C)C(CCCCC)=O)CNC (trans-4-(4-tert.butoxycarbonyl-methylaminomethyl-phenyl)-N-hexanoyl-N-methylcyclohexylamine). The reactants are C(C)(C)(C)OC(=O)C1=CC(=C(C=C1)[C@@H]1CC[C@H](CC1)NC)CNC (trans-4-(4-tert.butoxycarbonyl-methylaminomethylphenyl)-N-methylcyclohexylamine), C(CCCCC)(=O)Cl (hexanoic acid chloride). RXN SMILES: [C:1]([O:5][C:6]([C:8]1[CH:13]=[CH:12][C:11]([C@H:14]2[CH2:19][CH2:18][C@H:17]([NH:20][CH3:21])[CH2:16][CH2:15]2)=[C:10]([CH2:22][NH:23][CH3:24])[CH:9]=1)=[O:7])([CH3:4])([CH3:3])[CH3:2].[C:25](Cl)(=[O:31])[CH2:26][CH2:27][CH2:28][CH2:29][CH3:30]>>[C:1]([O:5][C:6]([C:8]1[CH:13]=[CH:12][C:11]([C@H:14]2[CH2:15][CH2:16][C@H:17]([N:20]([C:25](=[O:31])[CH2:26][CH2:27][CH2:28][CH2:29][CH3:30])[CH3:21])[CH2:18][CH2:19]2)=[C:10]([CH2:22][NH:23][CH3:24])[CH:9]=1)=[O:7])([CH3:4])([CH3:3])[CH3:2]. Starting materials: C(C)OC=1C=C(C=CC1OCC)C=1SC=C(N1)CCl (2-(3,4-diethoxyphenyl)-4-chloromethylthiazole), C(C)(=O)C=1NC=CC1 (2-acetylpyrrole), [I-].[Na+] (sodium iodide), [OH-].[Na+] (sodium hydroxide). Run in O (water), CN(C=O)C (dimethylformamide). Reaction conditions: temperature 80 celsius, time 4 hour. Product: C(C)OC=1C=C(C=CC1OCC)C=1SC=C(N1)CN1C(=CC=C1)C(C)=O (2-(3,4-diethoxyphenyl)-4-(2-acetyl-1-pyrrolyl)methylthiazole). The yield is 24.2%. As a reaction SMILES: [CH2:1]([O:3][C:4]1[CH:5]=[C:6]([C:13]2[S:14][CH:15]=[C:16]([CH2:18]Cl)[N:17]=2)[CH:7]=[CH:8][C:9]=1[O:10][CH2:11][CH3:12])[CH3:2].[C:20]([C:23]1[NH:24][CH:25]=[CH:26][CH:27]=1)(=[O:22])[CH3:21].[I-].[Na+].[OH-].[Na+]>O.CN(C)C=O>[CH2:1]([O:3][C:4]1[CH:5]=[C:6]([C:13]2[S:14][CH:15]=[C:16]([CH2:18][N:24]3[CH:25]=[CH:26][CH:27]=[C:23]3[C:20](=[O:22])[CH3:21])[N:17]=2)[CH:7]=[CH:8][C:9]=1[O:10][CH2:11][CH3:12])[CH3:2] |f:2.3,4.5|. Procedure details: In a mixed solvent consisting of 2 ml of dimethylformamide and 0.2 ml of water were dissolved 200 mg of 2-(3,4-diethoxyphenyl)-4-chloromethylthiazole, 73 mg of 2-acetylpyrrole, 200 mg of sodium iodide and 200 mg of sodium hydroxide. The solution was stirred at 80° C. for 4 hours. The reaction mixture was subjected to distillation to remove the solvent. To the residue were added 30 ml of dichloromethane and 20 ml of water, and phase separation was conducted. The organic layer was washed with 15 m... As a reaction SMILES: [Br:1][c:2]1[cH:3][cH:4][c:5]([N:7]2[C:8](=[O:19])[O:9][C:10]3([CH2:11][N:12]4[CH2:13][CH2:14][CH:15]3[CH2:16][CH2:17]4)[CH2:18]2)[s:6]1.[CH2:20]([Sn:21]([CH2:22][CH2:23][CH2:24][CH3:30])([c:25]1[s:26][cH:27][cH:28][n:29]1)[CH2:31][CH2:32][CH2:33][CH3:34])[CH2:35][CH2:36][CH3:37]>>[c:2]1(-[c:25]2[s:26][cH:27][cH:28][n:29]2)[cH:3][cH:4][c:5]([N:7]2[C:8](=[O:19])[O:9][C:10]3([CH2:11][N:12]4[CH2:13][CH2:14][CH:15]3[CH2:16][CH2:17]4)[CH2:18]2)[s:6]1. The reactants are O=C1OC2(CN3CCC2CC3)CN1c1ccc(Br)s1, CCCC[Sn](CCCC)(CCCC)c1nccs1. The product is O=C1OC2(CN3CCC2CC3)CN1c1ccc(-c2nccs2)s1. The reactants are ClCCCN (3-chloropropylamine), Cl.ClCCCN (3-Chloropropylamine hydrochloride), [OH-].[Na+] (sodium hydroxide), N1(CCCCC1)CC=1C=C(C=CC1)O (3-piperidinomethylphenol), [OH-].[Na+] (sodium hydroxide). Run in C1=CC=CC=C1 (benzene), C1=CC=CC=C1 (benzene), CS(=O)C (dimethylsulfoxide). Reaction conditions: temperature 130 celsius. Yields the product NCCCOC=1C=C(CN2CCCCC2)C=CC1 (N-[3-(3-aminopropoxy)benzyl] piperidine). Isolated yield 86.0%. Reaction SMILES: Cl.Cl[CH2:3][CH2:4][CH2:5][NH2:6].[OH-].[Na+].[N:9]1([CH2:15][C:16]2[CH:17]=[C:18]([OH:22])[CH:19]=[CH:20][CH:21]=2)[CH2:14][CH2:13][CH2:12][CH2:11][CH2:10]1.ClCCCN>C1C=CC=CC=1.CS(C)=O>[NH2:6][CH2:5][CH2:4][CH2:3][O:22][C:18]1[CH:17]=[C:16]([CH:21]=[CH:20][CH:19]=1)[CH2:15][N:9]1[CH2:10][CH2:11][CH2:12][CH2:13][CH2:14]1 |f:0.1,2.3|. Procedure details: 3-Chloropropylamine hydrochloride (VI) (0.2 mol, 39 g) was dissolved into 3N sodium hydroxide solution (containing 10% sodium chloride) and extracted with 300 ml of benzene. The benzene layer was dried over anhydrous magnesium sulfate. Separately, 3-piperidinomethylphenol (V) (0.2 mol, 38.2 g), sodium hydroxide (0.25 mol, 10 g), 100 ml of dimethylsulfoxide, and 70 ml of benzene were charged to a flask equipped with a water quantitative measurement tube, and heated at 130° C. for 3 hours while st...